From a dataset of the Open Reaction Database (ORD), a public repository of structured organic reaction records. describe an organic reaction: reactants, conditions, products, and yield The reactants are [N+](=O)([O-])C1=C(OCC(CN(C(OCC2=CC=CC=C2)=O)[C@H](C)C2=CC=CC=C2)=O)C=CC=C1 (benzyl 3-(2-nitrophenoxy)-2-oxopropyl[(1R)-1-phenylethyl]carbamate), Br (HBr). Solvent: O1CCOCC1 (1,4-dioxane), C(C)(=O)O (acetic acid). Conditions: time 30 minute. Product: Br.[N+](=O)([O-])C1=C(OCC(=O)CN[C@H](C)C2=CC=CC=C2)C=CC=C1 (1-(2-nitrophenoxy)-3-{[(1R)-1-phenylethyl]amino}acetone hydrobromide). RXN SMILES: [N+:1]([C:4]1[CH:33]=[CH:32][CH:31]=[CH:30][C:5]=1[O:6][CH2:7][C:8](=[O:29])[CH2:9][N:10]([C@@H:21]([C:23]1[CH:28]=[CH:27][CH:26]=[CH:25][CH:24]=1)[CH3:22])C(=O)OCC1C=CC=CC=1)([O-:3])=[O:2].[BrH:34]>O1CCOCC1.C(O)(=O)C>[BrH:34].[N+:1]([C:4]1[CH:33]=[CH:32][CH:31]=[CH:30][C:5]=1[O:6][CH2:7][C:8]([CH2:9][NH:10][C@@H:21]([C:23]1[CH:24]=[CH:25][CH:26]=[CH:27][CH:28]=1)[CH3:22])=[O:29])([O-:3])=[O:2] |f:4.5|. Procedure: The product from Example 1D (19 g, 42.4 mmol) in 1,4-dioxane (100 mL) at 10° C. was treated with 30% HBr in acetic acid (30 mL), stirred for 30 minutes, purged with nitrogen, poured into diethyl ether (600 mL), triturated, and filtered to provide the title compound. 1H NMR (300 MHz, DMSO-d6) δ1.60 (d, 3H), 3.98 (d, 1H), 4.20 (d, 1H), 4.38 (q, 1H), 5.14 (s, 2H), 7.16 (t, 1H), 7.25 (d, 1H), 7.40-7.55 (m, 5H), 7.63 (t, 1H), 7.91 (d,1H), 9.20-9.60 (bs, 2H).